Dataset: the Open Reaction Database (ORD), a public repository of structured organic reaction records. Task: describe an organic reaction: reactants, conditions, products, and yield The reactants are O=C([O-])[O-], CCC(C)(C)O, CCn1nccc1O, COCc1c(S(C)(=O)=O)ccc(C(=O)O)c1C, C(=NC1CCCCC1)=NC1CCCCC1, [K+], [K+]. Yields the product CCn1ncc(C(=O)c2ccc(S(C)(=O)=O)c(COC)c2C)c1O. Reaction SMILES: [C:41](=[O:42])([O-:43])[O-:44].[C:47]([OH:48])([CH2:49][CH3:50])([CH3:51])[CH3:52].[CH2:1]([CH3:2])[n:3]1[n:4][cH:5][cH:6][c:7]1[OH:8].[CH3:9][S:10](=[O:11])(=[O:12])[c:13]1[c:14]([CH2:23][O:24][CH3:25])[c:15]([CH3:22])[c:16]([C:17](=[O:18])[OH:19])[cH:20][cH:21]1.[CH:26]1([N:27]=[C:28]=[N:29][CH:30]2[CH2:31][CH2:32][CH2:33][CH2:34][CH2:35]2)[CH2:36][CH2:37][CH2:38][CH2:39][CH2:40]1.[K+:45].[K+:46]>>[CH2:1]([CH3:2])[n:3]1[n:4][cH:5][c:6]([C:17]([c:16]2[c:15]([CH3:22])[c:14]([CH2:23][O:24][CH3:25])[c:13]([S:10]([CH3:9])(=[O:11])=[O:12])[cH:21][cH:20]2)=[O:18])[c:7]1[OH:8].